The task is: describe an organic reaction: reactants, conditions, products, and yield. This data is from the Open Reaction Database (ORD), a public repository of structured organic reaction records. Starting materials: C(#N)C1=CC(=C(CBr)C=C1)F (4-cyano-2-fluorobenzyl bromide), CNCCC(=O)OC(C)(C)C (tert-butyl N-methyl-beta-alaninate). Product: C(#N)C1=CC(=C(CN(CCC(=O)OC(C)(C)C)C)C=C1)F (tert-butyl N-(4-cyano-2-fluorobenzyl)-N-methyl-beta-alaninate), oil. Yield: 87.0%. As a reaction SMILES: [C:1]([C:3]1[CH:10]=[CH:9][C:6]([CH2:7]Br)=[C:5]([F:11])[CH:4]=1)#[N:2].[CH3:12][NH:13][CH2:14][CH2:15][C:16]([O:18][C:19]([CH3:22])([CH3:21])[CH3:20])=[O:17]>>[C:1]([C:3]1[CH:10]=[CH:9][C:6]([CH2:7][N:13]([CH3:12])[CH2:14][CH2:15][C:16]([O:18][C:19]([CH3:21])([CH3:20])[CH3:22])=[O:17])=[C:5]([F:11])[CH:4]=1)#[N:2]. Procedure details: The title compound was prepared following the general procedure 10, starting from 4-cyano-2-fluorobenzyl bromide (Fluorochem, 2.0 g, 9.3 mmol) and tert-butyl N-methyl-beta-alaninate (1.8 g, 11.2 mmol, prepared as described in Biorg. Med. Chem. (11) 2003, 3083-3099). It was isolated as a yellow oil (2.4 g, 87%). 1H NMR (CDCl3, 300 MHz) δ 7.82 (dd, J=10.0, 1.6 Hz, 1H), 7.69 (dd, J=7.8, 1.6 Hz, 1H), 7.60 (m, 1H), 3.58 (s, 2H), 2.61 (t, J=6.9 Hz, 2H), 2.38 (t, J=6.9 Hz, 2H), 2.14 (s, 3H), 1.38 (s, 9... Starting materials: O1CCOC12CC=C(CC2)C2=NC=CC=C2 (2-(1,4-dioxaspiro[4.5]dec-7-en-8-yl)pyridine). Reagents/catalysts: [Pd] (palladium on carbon). Solvent: C(C)(=O)OCC (ethyl acetate). Yields the product O1CCOC12CCC(CC2)C2=NC=CC=C2 (2-(1,4-Dioxaspiro[4.5]dec-8-yl)pyridine). As a reaction SMILES: [O:1]1[C:5]2([CH2:10][CH2:9][C:8]([C:11]3[CH:16]=[CH:15][CH:14]=[CH:13][N:12]=3)=[CH:7][CH2:6]2)[O:4][CH2:3][CH2:2]1>C(OCC)(=O)C.[Pd]>[O:1]1[C:5]2([CH2:6][CH2:7][CH:8]([C:11]3[CH:16]=[CH:15][CH:14]=[CH:13][N:12]=3)[CH2:9][CH2:10]2)[O:4][CH2:3][CH2:2]1. Procedure details: To a solution of 14.6 g (67.19 mmol) of 2-(1,4-dioxaspiro[4.5]dec-7-en-8-yl)pyridine in ethyl acetate (400 mL) was added 4.6 g of 10% palladium on carbon catalyst. The resulting suspension was then hydrogenated at ambient temperature and atmospheric pressure until all the starting material was consumed (10.5 hr). The reaction mixture was filtered through celite and the filtrate was concentrated to give the product as an oily solid. The reactants are [Al+3], COc1ccc(CCNC(=O)C(O)c2cccc(Cl)c2)cc1, [H-], [H-], [H-], [H-], [Li+], [Na+], C1CCOC1, [OH-], O. Product: COc1ccc(CCNCC(O)c2cccc(Cl)c2)cc1. RXN SMILES: [Al+3:24].[CH3:1][O:2][c:3]1[cH:4][cH:5][c:6]([CH2:9][CH2:10][NH:11][C:12]([CH:13]([c:14]2[cH:15][c:16]([Cl:20])[cH:17][cH:18][cH:19]2)[OH:21])=[O:22])[cH:7][cH:8]1.[H-:23].[H-:26].[H-:27].[H-:28].[Li+:25].[Na+:31].[O:32]1[CH2:33][CH2:34][CH2:35][CH2:36]1.[OH-:30].[OH2:29]>>[CH3:1][O:2][c:3]1[cH:4][cH:5][c:6]([CH2:9][CH2:10][NH:11][CH2:12][CH:13]([c:14]2[cH:15][c:16]([Cl:20])[cH:17][cH:18][cH:19]2)[OH:21])[cH:7][cH:8]1. Procedure: Acetic anhydride (90 mg) was added to a pyridine (5 mL) solution of N-({3-[3-(3,5-difluorophenyl)-2-(1,3-dihydro-2H-benzimidazol-2-ylidene)-3-oxopropanoyl]phenyl}sulfonyl)-2-hydroxyethanimidamide (225 mg), followed by stirring at room temperature for 2 hours. An excess amount of an aqueous saturated ammonium chloride solution was added, followed by extraction with ethyl acetate. The organic layer was washed with water, concentrated under reduced pressure, and the residue was purified by silica g... Run at time 2 hour. Reactants: C(C)(=O)OC(C)=O (Acetic anhydride), FC=1C=C(C=C(C1)F)C(C(C(=O)C=1C=C(C=CC1)S(=O)(=O)NC(CO)=N)=C1NC2=C(N1)C=CC=C2)=O (N-({3-[3-(3,5-difluorophenyl)-2-(1,3-dihydro-2H-benzimidazol-2-ylidene)-3-oxopropanoyl]phenyl}sulfonyl)-2-hydroxyethanimidamide), N1=CC=CC=C1 (pyridine), [Cl-].[NH4+] (ammonium chloride). RXN SMILES: C([O:4][C:5](=[O:7])[CH3:6])(=O)C.[F:8][C:9]1[CH:10]=[C:11]([C:16](=[O:43])[C:17](=[C:34]2[NH:38][C:37]3[CH:39]=[CH:40][CH:41]=[CH:42][C:36]=3[NH:35]2)[C:18]([C:20]2[CH:21]=[C:22]([S:26]([NH:29]C(=N)CO)(=[O:28])=[O:27])[CH:23]=[CH:24][CH:25]=2)=[O:19])[CH:12]=[C:13]([F:15])[CH:14]=1.[Cl-].[NH4+].[N:46]1C=CC=[CH:48][CH:47]=1>>[F:15][C:13]1[CH:12]=[C:11]([C:16](=[O:43])[C:17](=[C:34]2[NH:35][C:36]3[CH:42]=[CH:41][CH:40]=[CH:39][C:37]=3[NH:38]2)[C:18]([C:20]2[CH:21]=[C:22]([S:26]([NH:29][CH:6]([CH2:48][CH:47]=[NH:46])[C:5]([OH:4])=[O:7])(=[O:27])=[O:28])[CH:23]=[CH:24][CH:25]=2)=[O:19])[CH:10]=[C:9]([F:8])[CH:14]=1 |f:2.3|. Product: FC=1C=C(C=C(C1)F)C(C(C(=O)C=1C=C(C=CC1)S(=O)(=O)NC(C(=O)O)CC=N)=C1NC2=C(N1)C=CC=C2)=O (2-[({3-[3-(3,5-difluorophenyl)-2-(1,3-dihydro-2H-benzimidazol-2-ylidene)-3-oxopropanoyl]phenyl}sulfonyl)amino]-2-iminoethylacetic acid). The reactants are Cl (hydrochloride), C(C1=CC=CC=C1)N1C[C@@H]([C@H](CC1)C(C)NC1=NC=C(C#N)C=C1)C1=CC=C(C=C1)Cl (6-{1-[(3S,4S)-1-Benzyl-3-(4-chloro-phenyl)-piperidin-4-yl]-ethylamino}-nicotinonitrile), ClC=1C=CC(=NC1)OCC1C(CNCC1)C1=CC=C(C=C1)Cl (5-chloro-2-[(3RS, 4RS)-3-(4-chloro-phenyl)-piperidin-4-ylmethoxy]-pyridine). The product is ClC1=CC=C(C=C1)[C@H]1CNCC[C@@H]1C(C)NC1=NC=C(C#N)C=C1 (6-{1-[(3S,45)-3-(4-Chloro-phenyl)-piperidin-4-yl]-ethylamino}-nicotinonitrile). RXN SMILES: ClC1C=CC(OCC2CCNCC2C2C=CC(Cl)=CC=2)=NC=1.Cl.C([N:31]1[CH2:36][CH2:35][C@H:34]([CH:37]([NH:39][C:40]2[CH:47]=[CH:46][C:43]([C:44]#[N:45])=[CH:42][N:41]=2)[CH3:38])[C@@H:33]([C:48]2[CH:53]=[CH:52][C:51]([Cl:54])=[CH:50][CH:49]=2)[CH2:32]1)C1C=CC=CC=1>>[Cl:54][C:51]1[CH:52]=[CH:53][C:48]([C@@H:33]2[C@@H:34]([CH:37]([NH:39][C:40]3[CH:47]=[CH:46][C:43]([C:44]#[N:45])=[CH:42][N:41]=3)[CH3:38])[CH2:35][CH2:36][NH:31][CH2:32]2)=[CH:49][CH:50]=1. Procedure: In analogy to the procedure described for the synthesis of 5-chloro-2-[(3RS, 4RS)-3-(4-chloro-phenyl)-piperidin-4-ylmethoxy]-pyridine; hydrochloride (example 1, step h) the title compound was prepared from 6-{1-[(3S,4S)-1-Benzyl-3-(4-chloro-phenyl)-piperidin-4-yl]-ethylamino}-nicotinonitrile as light yellow viscous oil. MS (m/e): 341.2 [(M+H)+]. Reactants: C(C1=CC=CC=C1)(=O)Cl (benzoyl chloride), Br.C(C)NC([C@H]1N(CCC1)C([C@@H](N)C)=O)=O (L-alanyl-L-proline ethylamide hydrobromide), 0.5-N, [OH-].[Na+] (sodium hydroxide), [OH-].[Na+] (sodium hydroxide). Reagents/catalysts: 0.5-N. Solvent: C(Cl)Cl (methylene chloride). Reaction conditions: time 1 hour. The product is C(C)NC([C@H]1N(CCC1)C([C@@H](NC(C1=CC=CC=C1)=O)C)=O)=O (N-benzoyl-L-alanyl-L-proline ethylamide). The yield is 68.9%. Reaction SMILES: Br.[CH2:2]([NH:4][C:5](=[O:16])[C@@H:6]1[CH2:10][CH2:9][CH2:8][N:7]1[C:11](=[O:15])[C@H:12]([CH3:14])[NH2:13])[CH3:3].[OH-].[Na+].[C:19](Cl)(=[O:26])[C:20]1[CH:25]=[CH:24][CH:23]=[CH:22][CH:21]=1>C(Cl)Cl>[CH2:2]([NH:4][C:5](=[O:16])[C@@H:6]1[CH2:10][CH2:9][CH2:8][N:7]1[C:11](=[O:15])[C@H:12]([CH3:14])[NH:13][C:19](=[O:26])[C:20]1[CH:25]=[CH:24][CH:23]=[CH:22][CH:21]=1)[CH3:3] |f:0.1,2.3|. Reported procedure: 1.42 g (0.0048 mol) of L-alanyl-L-proline ethylamide hydrobromide were dissolved in 20 ml of methylene chloride, 21.8 ml (0.01 mol) of 0.5-N sodium hydroxide solution were added followed by 0.54 ml (0.0053 mol) of benzoyl chloride. The mixture was stirred vigorously at room temperature for 1 hour with care being taken that the solution remained basic, this being achieved by the addition of a few drops of 0.5-N sodium hydroxide solution. The layers were then allowed to separate and the methylene ... Reactants: [H][H] (hydrogen), N (ammonia), N1N=CC2=CC(=CC=C12)C#N (1H-indazole-5-carbonitrile). Reagents/catalysts: [Ni] (nickel). The solvent is CO (methanol), C1CCOC1 (THF). Conditions: time 8 hour. Yields the product N1N=CC2=CC(=CC=C12)CN (1-(1H-indazole-5-yl)methanamine). As a reaction SMILES: [NH:1]1[C:9]2[C:4](=[CH:5][C:6]([C:10]#[N:11])=[CH:7][CH:8]=2)[CH:3]=[N:2]1.N.[H][H]>C1COCC1.CO.[Ni]>[NH:1]1[C:9]2[C:4](=[CH:5][C:6]([CH2:10][NH2:11])=[CH:7][CH:8]=2)[CH:3]=[N:2]1. Procedure: To a suspension of 1H-indazole-5-carbonitrile (0.235 g, 1.64 mmol) in THF (6 mL) was added 2 mL of 2 N ammonia in methanol and the flask was charged with 0.05 g Raney® 2800 nickel. A hydrogen balloon was attached to the flask and the system was purged 3 times with hydrogen. After stirring vigorously overnight the reaction mixture was diluted with methanol and filtered through a pad of celite. The solvent was evaporated in vacuo to provide 1-(1H-indazole-5-yl)methanamine. Reactants: CCCn1c(N)cc(=O)n(CCC)c1=O, CC(=O)O, Cl, O=N[O-], [Na+], O. Yields the product CCCn1c(N)c(N=O)c(=O)n(CCC)c1=O. As a reaction SMILES: [CH2:1]([CH2:2][CH3:3])[n:4]1[c:5](=[O:6])[n:7]([CH2:13][CH2:14][CH3:15])[c:8](=[O:9])[cH:10][c:11]1[NH2:12].[CH3:16][C:17](=[O:18])[OH:19].[ClH:24].[N:20](=[O:21])[O-:22].[Na+:23].[OH2:25]>>[CH2:1]([CH2:2][CH3:3])[n:4]1[c:5](=[O:6])[n:7]([CH2:13][CH2:14][CH3:15])[c:8](=[O:9])[c:10]([N:20]=[O:21])[c:11]1[NH2:12]. Starting materials: [I-].[Li+] (lithium iodide), ester, CC(C(=O)OC)(CC\C=C/C\C=C/C\C=C/C\C=C/CCCCC)C (methyl 2,2-dimethylarachidonate), [I-].[Li+] (lithium iodide), aromatic amine. The solvent is N1=C(C=C(C=C1C)C)C (collidine), N1=C(C=C(C=C1C)C)C (collidine). The product is CC(C(=O)O)(CC\C=C/C\C=C/C\C=C/C\C=C/CCCCC)C (2,2-dimethyl arachidonic acid). RXN SMILES: [I-].[Li+].[CH3:3][C:4]([CH3:27])([CH2:9][CH2:10]/[CH:11]=[CH:12]\[CH2:13]/[CH:14]=[CH:15]\[CH2:16]/[CH:17]=[CH:18]\[CH2:19]/[CH:20]=[CH:21]\[CH2:22][CH2:23][CH2:24][CH2:25][CH3:26])[C:5]([O:7]C)=[O:6]>N1C(C)=CC(C)=CC=1C>[CH3:3][C:4]([CH3:27])([CH2:9][CH2:10]/[CH:11]=[CH:12]\[CH2:13]/[CH:14]=[CH:15]\[CH2:16]/[CH:17]=[CH:18]\[CH2:19]/[CH:20]=[CH:21]\[CH2:22][CH2:23][CH2:24][CH2:25][CH3:26])[C:5]([OH:7])=[O:6] |f:0.1|. Procedure: The instant compounds having the 5, 8, 11 and 14 double bonds are prepared preferably by alkylating the appropriate alkyl ester of arachidonic acid with an alkyl iodide in the presence of a base, such as a secondary amine, and n-alkyl lithium, i.e. n-butyl lithium. Typically, ethyl arachidonate is added to n-isopropylcyclohexylamine containing n-butyl lithium at a low temperature, e.g. -78°C., and then methyl iodide is added to yield ethyl 2-methylarachidonate. That same procedure then is repeat... Starting materials: C#CC1C(C(C)O)C(=O)N1Cc1ccccc1, O=C(Cl)OCc1ccccc1, ClCCl, CNC1(NC)C=CN=CC1, O. Yields the product C#CC1C(C(C)OC(=O)OCc2ccccc2)C(=O)N1Cc1ccccc1. As a reaction SMILES: [CH2:1]([c:2]1[cH:3][cH:4][cH:5][cH:6][cH:7]1)[N:8]1[C:9](=[O:17])[CH:10]([CH:14]([CH3:15])[OH:16])[CH:11]1[C:12]#[CH:13].[CH2:28]([c:29]1[cH:30][cH:31][cH:32][cH:33][cH:34]1)[O:35][C:36](=[O:37])[Cl:38].[CH2:40]([Cl:41])[Cl:42].[CH3:18][NH:19][C:20]1([NH:21][CH3:22])[CH:23]=[CH:24][N:25]=[CH:26][CH2:27]1.[OH2:39]>>[CH2:1]([c:2]1[cH:3][cH:4][cH:5][cH:6][cH:7]1)[N:8]1[C:9](=[O:17])[CH:10]([CH:14]([CH3:15])[O:16][C:36]([O:35][CH2:28][c:29]2[cH:30][cH:31][cH:32][cH:33][cH:34]2)=[O:37])[CH:11]1[C:12]#[CH:13].